This data is from the Open Reaction Database (ORD), a public repository of structured organic reaction records. The task is: describe an organic reaction: reactants, conditions, products, and yield Reactants: Br.C1(=CC=CC=C1)C(=O)C=1N=C2N(C=C(C=C2)C(F)(F)F)C1 (phenyl[6-(trifluoromethyl)imidazo[1,2-a]pyridin-2-yl]methanone hydrobromide). Solvent: C(C)O (ethanol). Product: C1(=CC=CC=C1)C(=O)C=1N=C2N(C=C(C=C2)C(F)(F)F)C1 (phenyl[6-(trifluoromethyl)imidazo[1,2-a]pyridin-2-yl]methanone). Isolated yield 87.9%. As a reaction SMILES: Br.[C:2]1([C:8]([C:10]2[N:11]=[C:12]3[CH:17]=[CH:16][C:15]([C:18]([F:21])([F:20])[F:19])=[CH:14][N:13]3[CH:22]=2)=[O:9])[CH:7]=[CH:6][CH:5]=[CH:4][CH:3]=1>C(O)C>[C:2]1([C:8]([C:10]2[N:11]=[C:12]3[CH:17]=[CH:16][C:15]([C:18]([F:21])([F:19])[F:20])=[CH:14][N:13]3[CH:22]=2)=[O:9])[CH:7]=[CH:6][CH:5]=[CH:4][CH:3]=1 |f:0.1|. Procedure details: 0.32 g of phenyl[6-(trifluoromethyl)imidazo[1,2-a]pyridin-2-yl]methanone hydrobromide (1:1) is suspended in 10 mL of ethanol and the reaction medium is refluxed for 2 hours and then concentrated under reduced pressure. The residue is taken up in 10 mL of dichloromethane and 3 mL of aqueous normal sodium hydroxide solution. The organic phase is washed with water, dried over magnesium sulfate and concentrated to dryness under reduced pressure to give 220 mg of phenyl[6-(trifluoromethyl)imidazo[1,2... Starting materials: [Si](C)(C)(C(C)(C)C)[C@]1([C@H](C[C@H](OC)O[C@H]1C)C=O)O (methyl 4-tert-butyldimethylsilyl-3-formyl-2,3,6-trideoxy-α-L-arabino-hexopyranoside), [BH4-].[Na+] (sodium borohydride). Run in CO (methanol). Yields the product [Si](C)(C)(C(C)(C)C)[C@]1([C@H](C[C@H](OC)O[C@H]1C)CO)O (methyl 4-tert-butyldimethylsilyl-3-hydroxymethyl-2,3,6-trideoxy-α-L-arabino-hexopyranoside). Yield: 99.5%. Reaction SMILES: [Si:1]([C@:8]1([OH:19])[C@H:15]([CH3:16])[O:14][C@@H:11]([O:12][CH3:13])[CH2:10][C@@H:9]1[CH:17]=[O:18])([C:4]([CH3:7])([CH3:6])[CH3:5])([CH3:3])[CH3:2].[BH4-].[Na+]>CO>[Si:1]([C@:8]1([OH:19])[C@H:15]([CH3:16])[O:14][C@@H:11]([O:12][CH3:13])[CH2:10][C@@H:9]1[CH2:17][OH:18])([C:4]([CH3:7])([CH3:5])[CH3:6])([CH3:3])[CH3:2] |f:1.2|. Procedure: 1.2 g (4.15 mmoles) of 13 dissolved in 50 ml of methanol was reduced with sodium borohydride (0.1 g) at 0° C. for 20 minutes. The excess sodium borohydride was consumed by the addition of acetone. After addition of 25 ml of water the solution was neutralized with acetic acid and then extracted with methylene chloride. The organic extracts were evaporated to dryness to give 1.2 g (100%) of 14. Starting materials: [BH3-]C#N, CO, Cc1cc2[nH]c(=O)n(C3CCNCC3)c2cc1Cl, Cl, [Na+], O=C1CCOCC1. Yields the product Cc1cc2[nH]c(=O)n(C3CCN(C4CCOCC4)CC3)c2cc1Cl. Reaction SMILES: [C:27]([BH3-:28])#[N:29].[CH3:31][OH:32].[Cl:2][c:3]1[c:4]([CH3:19])[cH:5][c:6]2[c:7]([n:8]([CH:12]3[CH2:13][CH2:14][NH:15][CH2:16][CH2:17]3)[c:9](=[O:11])[nH:10]2)[cH:18]1.[ClH:1].[Na+:30].[O:20]1[CH2:21][CH2:22][C:23](=[O:26])[CH2:24][CH2:25]1>>[Cl:2][c:3]1[c:4]([CH3:19])[cH:5][c:6]2[c:7]([n:8]([CH:12]3[CH2:13][CH2:14][N:15]([CH:23]4[CH2:22][CH2:21][O:20][CH2:25][CH2:24]4)[CH2:16][CH2:17]3)[c:9](=[O:11])[nH:10]2)[cH:18]1. Reactants: CN(C1=CC=CC=C1)C (N,N-dimethylaniline), N1=CC=C(C2=CC3=C(C=C12)C=CC=C3)O (benzo[g]-quinolin-4-ol), P(Br)(Br)(Br)(Br)Br (phosphorus pentabromide). Solvent: C(C)#N (acetonitrile). Reaction conditions: temperature 0 celsius. Yields the product BrC1=CC=NC2=CC3=C(C=C12)C=CC=C3 (4-bromobenzo[g]quinoline). Isolated yield 56.2%. RXN SMILES: [N:1]1[C:10]2[C:5](=[CH:6][C:7]3[CH:14]=[CH:13][CH:12]=[CH:11][C:8]=3[CH:9]=2)[C:4](O)=[CH:3][CH:2]=1.CN(C)C1C=CC=CC=1.P(Br)(Br)(Br)(Br)[Br:26]>C(#N)C>[Br:26][C:4]1[C:5]2[C:10](=[CH:9][C:8]3[CH:11]=[CH:12][CH:13]=[CH:14][C:7]=3[CH:6]=2)[N:1]=[CH:2][CH:3]=1. Reported procedure: Crude benzo[g]quinolin-4-ol (6) (5.07 mmol) was dissolved in 50 mL of acetonitrile (0.1 M) and cooled to 0° C. under a nitrogen atmosphere. N,N-dimethylaniline (3.2 mL, 5 equivalents) was added followed by 3.3 g of phosphorus pentabromide (1.5 equivalents). After removal of the bath, the mixture was heated to reflux and followed by TLC until complete. Upon cooling to rt, the mixture was slowly poured onto ice water and extracted with methylene chloride three times. The organic layers were combin... Reaction conditions: temperature 137.5 celsius, time 20 minute. Yield: 57.4%. The reagents and catalysts are C=1C=CC(=CC1)/C=C/C(=O)/C=C/C2=CC=CC=C2.C=1C=CC(=CC1)/C=C/C(=O)/C=C/C2=CC=CC=C2.C=1C=CC(=CC1)/C=C/C(=O)/C=C/C2=CC=CC=C2.[Pd].[Pd] (tris(dibenzylideneacetone)dipalladium). RXN SMILES: Br[C:2]1[CH:31]=[CH:30][C:5]2[C:6]3[C:11]([NH:12][C:13]4[CH:18]=[CH:17][C:16]([O:19][CH2:20][C:21]5[CH:26]=[CH:25][CH:24]=[C:23]([F:27])[CH:22]=5)=[C:15]([Cl:28])[CH:14]=4)=[N:10][CH:9]=[N:8][C:7]=3[S:29][C:4]=2[CH:3]=1.[NH:32]1[CH2:37][CH2:36][O:35][CH2:34][CH2:33]1.[H-].[Na+]>C1C=CC(/C=C/C(/C=C/C2C=CC=CC=2)=O)=CC=1.C1C=CC(/C=C/C(/C=C/C2C=CC=CC=2)=O)=CC=1.C1C=CC(/C=C/C(/C=C/C2C=CC=CC=2)=O)=CC=1.[Pd].[Pd]>[Cl:28][C:15]1[CH:14]=[C:13]([NH:12][C:11]2[C:6]3[C:5]4[CH:30]=[CH:31][C:2]([N:32]5[CH2:37][CH2:36][O:35][CH2:34][CH2:33]5)=[CH:3][C:4]=4[S:29][C:7]=3[N:8]=[CH:9][N:10]=2)[CH:18]=[CH:17][C:16]=1[O:19][CH2:20][C:21]1[CH:26]=[CH:25][CH:24]=[C:23]([F:27])[CH:22]=1 |f:2.3,4.5.6.7.8|. Reactants: BrC1=CC2=C(C3=C(N=CN=C3NC3=CC(=C(C=C3)OCC3=CC(=CC=C3)F)Cl)S2)C=C1 ((7-bromo-benzo[4,5]thieno[2,3-d]pyrimidin-4-yl)-[3-chloro-4-(3-fluoro-benzyloxy)-phenyl]-amine), N1CCOCC1 (morpholine), 2-dicyclohexyphino-2′-(N,N-dimethylamino)biphenyl, [H-].[Na+] (sodium hydride). Yields the product ClC=1C=C(C=CC1OCC1=CC(=CC=C1)F)NC=1C2=C(N=CN1)SC1=C2C=CC(=C1)N1CCOCC1 ([3-Chloro-4-(3-fluoro-benzyloxy)-phenyl]-(7-morpholin-4-yl-benzo[4,5]thieno[2,3-d]pyrimidin-4-yl)-amine). Procedure: To a stirring suspension of (7-bromo-benzo[4,5]thieno[2,3-d]pyrimidin-4-yl)-[3-chloro-4-(3-fluoro-benzyloxy)-phenyl]-amine (50 mg, 0.097 mmol) in morpholine (500 mg, 5.74 mmol) was added sodium hydride (60%, 15.5 mg, 0.388 mmol). The resulting mixture was bubbled with N2 for 2 min, followed by addition of 2-dicyclohexyphino-2′-(N,N-dimethylamino)biphenyl (1.91 mg, 4.86 μmol), and tris(dibenzylideneacetone)dipalladium (4.45 mg, 4.86 μmol). The mixture was further bubbled with N2 for 2 min, and st... Reactants: C1OC2(CCN(CC2)CC(CC2=CC=C(C=C2)OS(=O)(=O)C=2C=3C=CN=CC3C=CC2)N(S(=O)(=O)C=2C=3C=CN=CC3C=CC2)C)OC1 (N-{2-(4,4-ethylenedioxypiperidino)-1-[p-(5-isoquinolinesulfonyloxy)benzyl]ethyl}-N-methyl-5-isoquinolinesulfonamide), C([O-])(O)=O.[Na+] (sodium bicarbonate). The solvent is Cl (hydrochloric acid). The product is C1=NC=CC=2C(=CC=CC12)S(=O)(=O)OC1=CC=C(CC(CN2CCC(CC2)=O)N(S(=O)(=O)C=2C=3C=CN=CC3C=CC2)C)C=C1 (N-{1-[p-(5-Isoquinolinesulfonyloxy)benzyl]-2-(4-oxopiperidino)ethyl)-N-methyl-5-isoquinolinesulfonamide). The yield is 92.3%. RXN SMILES: C1CO[C:3]2([CH2:8][CH2:7][N:6]([CH2:9][CH:10]([N:32]([CH3:46])[S:33]([C:36]3[C:37]4[CH:38]=[CH:39][N:40]=[CH:41][C:42]=4[CH:43]=[CH:44][CH:45]=3)(=[O:35])=[O:34])[CH2:11][C:12]3[CH:17]=[CH:16][C:15]([O:18][S:19]([C:22]4[C:23]5[CH:24]=[CH:25][N:26]=[CH:27][C:28]=5[CH:29]=[CH:30][CH:31]=4)(=[O:21])=[O:20])=[CH:14][CH:13]=3)[CH2:5][CH2:4]2)[O:2]1.C(=O)(O)[O-].[Na+]>Cl>[CH:27]1[C:28]2[CH:29]=[CH:30][CH:31]=[C:22]([S:19]([O:18][C:15]3[CH:14]=[CH:13][C:12]([CH2:11][CH:10]([N:32]([CH3:46])[S:33]([C:36]4[C:37]5[CH:38]=[CH:39][N:40]=[CH:41][C:42]=5[CH:43]=[CH:44][CH:45]=4)(=[O:34])=[O:35])[CH2:9][N:6]4[CH2:7][CH2:8][C:3](=[O:2])[CH2:4][CH2:5]4)=[CH:17][CH:16]=3)(=[O:20])=[O:21])[C:23]=2[CH:24]=[CH:25][N:26]=1 |f:1.2|. Procedure: 2.57 g of the product of Example 94 was dissolved in 50 ml of 3 N hydrochloric acid, and after refluxing for 6 hours and then cooling, the reaction mixture was alkalized with saturated sodium bicarbonate aqueous solution and extracted twice with 200 ml of chloroform. The extract was dried over magnesium sulfate and evaporated under a reduced pressure to remove the solvent, and resulting residue was applied to a silica gel column and eluted with chloroform/methanol (50:1) to obtain 2.22 g of the ... Reactants: Cc1c(-c2cccc(OCc3ccccc3)c2)c2c(N)ncnc2n1C1CC(CO)C1, OC1CCNCC1, Cc1ccc(S(=O)(=O)Cl)cc1, c1ccncc1. Product: Cc1c(-c2cccc(OCc3ccccc3)c2)c2c(N)ncnc2n1C1CC(CN2CCC(O)CC2)C1. RXN SMILES: [NH2:1][c:2]1[c:3]2[c:4]([n:5][cH:6][n:7]1)[n:8]([CH:26]1[CH2:27][CH:28]([CH2:30][OH:31])[CH2:29]1)[c:9]([CH3:25])[c:10]2-[c:11]1[cH:12][c:13]([O:17][CH2:18][c:19]2[cH:20][cH:21][cH:22][cH:23][cH:24]2)[cH:14][cH:15][cH:16]1.[OH:43][CH:44]1[CH2:45][CH2:46][NH:47][CH2:48][CH2:49]1.[c:32]1([CH3:33])[cH:34][cH:35][c:36]([S:37]([Cl:38])(=[O:39])=[O:40])[cH:41][cH:42]1.[cH:50]1[cH:51][cH:52][n:53][cH:54][cH:55]1>>[NH2:1][c:2]1[c:3]2[c:4]([n:5][cH:6][n:7]1)[n:8]([CH:26]1[CH2:27][CH:28]([CH2:30][N:47]3[CH2:46][CH2:45][CH:44]([OH:43])[CH2:49][CH2:48]3)[CH2:29]1)[c:9]([CH3:25])[c:10]2-[c:11]1[cH:12][c:13]([O:17][CH2:18][c:19]2[cH:20][cH:21][cH:22][cH:23][cH:24]2)[cH:14][cH:15][cH:16]1.